This data is from the Open Reaction Database (ORD), a public repository of structured organic reaction records. The task is: describe an organic reaction: reactants, conditions, products, and yield Reactants: O=C([O-])[O-], CCOC(C)=O, CN(C)C=O, BrC1CCCCC1, Cl, COC(=O)c1ccc(O)cc1Nc1ccc(F)cc1, [K+], [K+]. Product: COC(=O)c1ccc(OC2CCCCC2)cc1Nc1ccc(F)cc1. RXN SMILES: [C:20](=[O:21])([O-:22])[O-:23].[CH3:34][CH2:35][O:36][C:37](=[O:38])[CH3:39].[CH3:40][N:41]([CH3:42])[CH:43]=[O:44].[CH:26]1([Br:32])[CH2:27][CH2:28][CH2:29][CH2:30][CH2:31]1.[ClH:33].[F:1][c:2]1[cH:3][cH:4][c:5]([NH:6][c:7]2[c:8]([C:9](=[O:10])[O:11][CH3:12])[cH:13][cH:14][c:15]([OH:17])[cH:16]2)[cH:18][cH:19]1.[K+:24].[K+:25]>>[F:1][c:2]1[cH:3][cH:4][c:5]([NH:6][c:7]2[c:8]([C:9](=[O:10])[O:11][CH3:12])[cH:13][cH:14][c:15]([O:17][CH:26]3[CH2:27][CH2:28][CH2:29][CH2:30][CH2:31]3)[cH:16]2)[cH:18][cH:19]1. Reactants: CC1=CC(=NC=2N1C=C(N2)CCC=2N(C=C(N2)C=2SC=CC2)COCC[Si](C)(C)C)C (5,7-Dimethyl-2-{2-[4-thiophen-2-yl-1-(2-trimethylsilanyl-ethoxymethyl)-1H-imidazol-2-yl]-ethyl}-imidazo[1,2-a]pyrimidine), FC(C(=O)O)(F)F (trifluoroacetic acid). Run in C(Cl)Cl (DCM). Reaction conditions: time 16 hour. Product: OC(=O)C(F)(F)F.CC1=CC(=NC=2N1C=C(N2)CCC=2NC=C(N2)C=2SC=CC2)C (5,7-Dimethyl-2-[2-(4-thiophen-2-yl-1H-imidazol-2-yl)-ethyl]-imidazo[1,2-a]pyrimidine TFA salt). As a reaction SMILES: [CH3:1][C:2]1[N:7]2[CH:8]=[C:9]([CH2:11][CH2:12][C:13]3[N:14](COCC[Si](C)(C)C)[CH:15]=[C:16]([C:18]4[S:19][CH:20]=[CH:21][CH:22]=4)[N:17]=3)[N:10]=[C:6]2[N:5]=[C:4]([CH3:31])[CH:3]=1.[F:32][C:33]([F:38])([F:37])[C:34]([OH:36])=[O:35]>C(Cl)Cl>[OH:36][C:34]([C:33]([F:38])([F:37])[F:32])=[O:35].[CH3:1][C:2]1[N:7]2[CH:8]=[C:9]([CH2:11][CH2:12][C:13]3[NH:14][CH:15]=[C:16]([C:18]4[S:19][CH:20]=[CH:21][CH:22]=4)[N:17]=3)[N:10]=[C:6]2[N:5]=[C:4]([CH3:31])[CH:3]=1 |f:3.4|. Reported procedure: To a solution of 5,7-Dimethyl-2-{2-[4-thiophen-2-yl-1-(2-trimethylsilanyl-ethoxymethyl)-1H-imidazol-2-yl]-ethyl}-imidazo[1,2-a]pyrimidine (360 mg, 0.79 mmol) in DCM (4.5 mL) was added trifluoroacetic acid (4.5 mL). The reaction was shaken under an atmosphere of argon for 16 hours. The volatiles were removed in vacuo to yield the title compound as the TFA salt. LC-MS: m/z=324.5 (MH+), tR=0.33 minutes, method A. Starting materials: C(C)(=O)OC1=C(C=C(C=C1)CC(=O)O)OC (4-acetoxy-3-methoxyphenyacetic acid), 1-ethyl-3-(3-dimethyl-aminopropyl)carbodiimide hydrochloride, ON1N=NC2=C1C=CC=C2 (1-hydroxybenzotriazole), [H-].[Al+3].[Li+].[H-].[H-].[H-] (lithium aluminium hydride), O1CCCC1 (tetrahydrofuran), C(=O)([O-])C(O)C(O)C(=O)[O-].[Na+].[K+] (potassium sodium tartrate), product ( 5 ), O1CCCC1 (tetrahydrofuran). The solvent is ClCCl (dichloromethane), C(C)(=O)OCC (ethyl acetate). Run at time 8 hour. Yields the product C(C)(=O)OC1=C(C=C(C=C1)CC(=O)NC1CCC(CC1)C=C(CC)CC)OC (2-(4-acetoxy-3-methoxyphenyl)-N-[4-(2-ethyl-1-butenyl)cyclohexyl]acetamide). As a reaction SMILES: [H-].[Al+3].[Li+].[H-].[H-].[H-].[C:7]([CH:10]([CH:12]([C:14]([O-])=O)O)O)([O-])=O.[Na+].[K+].[C:19]([O:22][C:23]1[CH:28]=[CH:27][C:26]([CH2:29][C:30]([OH:32])=O)=[CH:25][C:24]=1[O:33][CH3:34])(=[O:21])[CH3:20].O[N:36]1[C:40]2[CH:41]=[CH:42][CH:43]=[CH:44][C:39]=2N=N1.O1CC[CH2:47][CH2:46]1>ClCCl.C(OCC)(=O)C>[C:19]([O:22][C:23]1[CH:28]=[CH:27][C:26]([CH2:29][C:30]([NH:36][CH:40]2[CH2:41][CH2:42][CH:43]([CH:7]=[C:10]([CH2:46][CH3:47])[CH2:12][CH3:14])[CH2:44][CH2:39]2)=[O:32])=[CH:25][C:24]=1[O:33][CH3:34])(=[O:21])[CH3:20] |f:0.1.2.3.4.5,6.7.8|. Procedure: Under nitrogen atmosphere, to a suspension of lithium aluminium hydride (0.76 g) in anhydrous tetrahydrofuran (25 ml) under ice-cooling was added dropwise a solution of the above product (5) (1.3 g) in anhydrous tetrahydrofuran (25 ml), and then the mixture was heated under reflux for 3 hours. To the reaction mixture cooled in an ice-water bath were added dropwise ethyl acetate and 1 M aqueous potassium sodium tartrate to quench an excess of lithium aluminium hydride. The mixture was filtrated t... Starting materials: N1C=C(C2=CC=CC=C12)\C=C\1/OC2=C(C1=O)C=C(C(=C2)O)C2=CC=CC=C2 ((Z)-2-[(1H-indol-3-yl)methylene]-6-hydroxy-5-phenylbenzofuran-3(2H)-one), C(C)(C)(C)OC(=O)N1CCNCC1 (1-tert-butoxycarbonylpiperazine), C=O (formaldehyde). Run in CO (methanol). Reaction conditions: temperature 40 celsius, time 8 hour. The product is N1C=C(C2=CC=CC=C12)\C=C\1/OC2=C(C1=O)C=C(C(=C2CN2CCN(CC2)C(=O)OC(C)(C)C)O)C2=CC=CC=C2 (tert-butyl (Z)-4-({2-[(1H-indol-3-yl)methylene]-6-hydroxy-3-oxo-5-phenyl-2,3-dihydrobenzofuran-7-yl}methyl)piperazine-1-carboxylate). Yield: 56.2%. RXN SMILES: [NH:1]1[C:9]2[C:4](=[CH:5][CH:6]=[CH:7][CH:8]=2)[C:3](/[CH:10]=[C:11]2\[O:12][C:13]3[CH:20]=[C:19]([OH:21])[C:18]([C:22]4[CH:27]=[CH:26][CH:25]=[CH:24][CH:23]=4)=[CH:17][C:14]=3[C:15]\2=[O:16])=[CH:2]1.[C:28]([O:32][C:33]([N:35]1[CH2:40][CH2:39][NH:38][CH2:37][CH2:36]1)=[O:34])([CH3:31])([CH3:30])[CH3:29].[CH2:41]=O>CO>[NH:1]1[C:9]2[C:4](=[CH:5][CH:6]=[CH:7][CH:8]=2)[C:3](/[CH:10]=[C:11]2\[O:12][C:13]3[C:20]([CH2:41][N:38]4[CH2:39][CH2:40][N:35]([C:33]([O:32][C:28]([CH3:31])([CH3:29])[CH3:30])=[O:34])[CH2:36][CH2:37]4)=[C:19]([OH:21])[C:18]([C:22]4[CH:27]=[CH:26][CH:25]=[CH:24][CH:23]=4)=[CH:17][C:14]=3[C:15]\2=[O:16])=[CH:2]1. Procedure details: A solution of (Z)-2-[(1H-indol-3-yl)methylene]-6-hydroxy-5-phenylbenzofuran-3(2H)-one (0.035 g, 0.10 mmol) in methanol (3.0 mL) was added with 1-tert-butoxycarbonylpiperazine (0.021 g, 0.11 mmol), and 37% aqueous formaldehyde (0.011 g, 0.15 mmol), and the mixture was stirred overnight at 40° C. The solvent was evaporated under reduced pressure, and then the residue was subjected to silica gel column chromatography (aminopropyl silica was used, eluted with chloroform/methanol (90:10)) to obtain t... Reactants: C1(=CC=CC=C1)NC(=O)NC(C(=O)O)C (N-(N'-phenylcarbamoyl)-2-aminopropanoic acid), CS(=O)(=O)O (methanesulfonic acid), OO (hydrogen peroxide). The product is C1(=CC=CC=C1)NC(=O)NC(C(=O)OO)C (N-(N'-Phenylcarbamoyl)-2-aminoperoxypropanoic acid). Reaction SMILES: [C:1]1([NH:7][C:8]([NH:10][CH:11]([CH3:15])[C:12]([OH:14])=[O:13])=[O:9])[CH:6]=[CH:5][CH:4]=[CH:3][CH:2]=1.CS(O)(=O)=[O:18].OO>>[C:1]1([NH:7][C:8]([NH:10][CH:11]([CH3:15])[C:12]([O:14][OH:18])=[O:13])=[O:9])[CH:2]=[CH:3][CH:4]=[CH:5][CH:6]=1. Reported procedure: 20.8 g (0.01 mol) of N-(N'-phenylcarbamoyl)-2-aminopropanoic acid, 35 g of methanesulfonic acid and 12 g (0.3 mol) of hydrogen peroxide (85% strength by weight) are reacted and worked up as described in Example 3. Starting materials: ClC1=C2C(=NC(=C1)C=1SC(=CC1)Cl)CCC2 (4-chloro-2-(5-chlorothiophen-2-yl)-6,7-dihydro-5H-cyclopenta[b]pyridine), NC1=CC=C(C=C1)CC(=O)OCC (ethyl 2-(4-aminophenyl)acetate). Product: ClC1=CC=C(S1)C1=CC(=C2C(=N1)CCC2)NC2=CC=C(C=C2)CC(=O)OCC (ethyl 2-(4-((2-(5-chlorothiophen-2-yl)-6,7-dihydro-5H-cyclopenta[b]pyridin-4-yl)amino)phenyl)acetate). Isolated yield 50.6%. RXN SMILES: Cl[C:2]1[CH:7]=[C:6]([C:8]2[S:9][C:10]([Cl:13])=[CH:11][CH:12]=2)[N:5]=[C:4]2[CH2:14][CH2:15][CH2:16][C:3]=12.[NH2:17][C:18]1[CH:23]=[CH:22][C:21]([CH2:24][C:25]([O:27][CH2:28][CH3:29])=[O:26])=[CH:20][CH:19]=1>>[Cl:13][C:10]1[S:9][C:8]([C:6]2[N:5]=[C:4]3[CH2:14][CH2:15][CH2:16][C:3]3=[C:2]([NH:17][C:18]3[CH:19]=[CH:20][C:21]([CH2:24][C:25]([O:27][CH2:28][CH3:29])=[O:26])=[CH:22][CH:23]=3)[CH:7]=2)=[CH:12][CH:11]=1. Reported procedure: Following general procedure B1, 4-chloro-2-(5-chlorothiophen-2-yl)-6,7-dihydro-5H-cyclopenta[b]pyridine (0.030 g, 0.11 mmol) was reacted with ethyl 2-(4-aminophenyl)acetate (0.024 g, 0.13 mmol) to afford crude product (0.023 g) as an orange oil. MW=412.93. APCI MS m/z 413 [M+H]+.